This data is from the Open Reaction Database (ORD), a public repository of structured organic reaction records. The task is: describe an organic reaction: reactants, conditions, products, and yield Starting materials: [BH3-]C#N, CO, CCOC(C)=O, CC(C)(O)CNCc1ccc2nc(Cl)nc(N3CCOCC3)c2n1, ClCCl, [Na+]. Product: CN(Cc1ccc2nc(Cl)nc(N3CCOCC3)c2n1)CC(C)(C)O. As a reaction SMILES: [C:25]([BH3-:26])#[N:27].[CH3:29][OH:30].[CH3:34][CH2:35][O:36][C:37](=[O:38])[CH3:39].[Cl:1][c:2]1[n:3][c:4]([N:19]2[CH2:20][CH2:21][O:22][CH2:23][CH2:24]2)[c:5]2[c:6]([n:7]1)[cH:8][cH:9][c:10]([CH2:12][NH:13][CH2:14][C:15]([CH3:16])([OH:17])[CH3:18])[n:11]2.[Cl:31][CH2:32][Cl:33].[Na+:28]>>[Cl:1][c:2]1[n:3][c:4]([N:19]2[CH2:20][CH2:21][O:22][CH2:23][CH2:24]2)[c:5]2[c:6]([n:7]1)[cH:8][cH:9][c:10]([CH2:12][N:13]([CH2:14][C:15]([CH3:16])([OH:17])[CH3:18])[CH3:25])[n:11]2. Starting materials: CC(C)(C)OC(=O)N1C2CCC1CC(=O)C2, C1CCNCC1, COC(=O)CC#N, NCCC(=O)O, CN(C)C=O. The product is COC(=O)C(C#N)=C1CC2CCC(C1)N2C(=O)OC(C)(C)C. As a reaction SMILES: [C:1]([CH3:2])([CH3:3])([CH3:4])[O:5][C:6](=[O:7])[N:8]1[CH:9]2[CH2:10][C:11](=[O:16])[CH2:12][CH:13]1[CH2:14][CH2:15]2.[CH2:24]1[CH2:25][CH2:26][NH:27][CH2:28][CH2:29]1.[CH3:17][O:18][C:19]([CH2:20][C:21]#[N:22])=[O:23].[NH2:30][CH2:31][CH2:32][C:33]([OH:34])=[O:35].[O:36]=[CH:37][N:38]([CH3:39])[CH3:40]>>[C:1]([CH3:2])([CH3:3])([CH3:4])[O:5][C:6](=[O:7])[N:8]1[CH:9]2[CH2:10][C:11](=[C:20]([C:19]([O:18][CH3:17])=[O:23])[C:21]#[N:22])[CH2:12][CH:13]1[CH2:14][CH2:15]2. Reactants: C(Cl)C1CO1 (epichlorohydrin), O (water), C(C)C(CNCC(CCCC)CC)CCCC (Bis(2-ethylhexyl)amine). Yields the product C(C)C(CN(CC(CCCC)CC)CC1OC1)CCCC (N,N-Bis(2-ethylhexyl)(oxiranylmethyl)amine). As a reaction SMILES: [CH2:1]([CH:3]1[O:5][CH2:4]1)Cl.O.[CH2:7]([CH:9]([CH2:20][CH2:21][CH2:22][CH3:23])[CH2:10][NH:11][CH2:12][CH:13]([CH2:18][CH3:19])[CH2:14][CH2:15][CH2:16][CH3:17])[CH3:8]>>[CH2:18]([CH:13]([CH2:14][CH2:15][CH2:16][CH3:17])[CH2:12][N:11]([CH2:1][CH:3]1[CH2:4][O:5]1)[CH2:10][CH:9]([CH2:7][CH3:8])[CH2:20][CH2:21][CH2:22][CH3:23])[CH3:19]. Reported procedure: A mixture of epichlorohydrin (111 g, 1.2 mol), and water (0.27 g, 0.015 mol) was vigorously stirred at room temperature. Bis(2-ethylhexyl)amine (241.4 g, 1.0 mol) was added slowly by an addition funnel. The mixture was slowly heated to 70° C. and then stirred at 70° C. for 6 hours. The mixture was washed with aqueous potassium carbonate, K2CO3, (20%, 200 ml). Sodium hydroxide, NaOH, (36%, 200 ml) was added to the oil phase and the mixture was stirred at 70-90° C. for 18 hours. The phases were se... The reactants are Cc1ccc2cnccc2c1[N+](=O)[O-], Cc1ccc(C=O)cc1, CC(=O)O, Cl, Cl[Sn](Cl)(Cl)Cl. Yields the product Cc1ccc2cnccc2c1N. As a reaction SMILES: [CH3:10][c:11]1[c:12]([N+:21]([O-:22])=[O:23])[c:13]2[cH:14][cH:15][n:16][cH:17][c:18]2[cH:19][cH:20]1.[CH3:1][c:2]1[cH:3][cH:4][c:5]([CH:6]=[O:7])[cH:8][cH:9]1.[CH3:29][C:30](=[O:31])[OH:32].[ClH:33].[Sn:24]([Cl:25])([Cl:26])([Cl:27])[Cl:28]>>[CH3:10][c:11]1[c:12]([NH2:21])[c:13]2[cH:14][cH:15][n:16][cH:17][c:18]2[cH:19][cH:20]1. The reactants are CCOC(=O)c1c(C)cc(OC)cc1OCc1cccc(OCc2ccc3ccccc3n2)c1, CS(C)=O. Yields the product COc1cc(C)c(C(=O)O)c(OCc2cccc(OCc3ccc4ccccc4n3)c2)c1. Reaction SMILES: [CH3:1][O:2][c:3]1[cH:4][c:5]([CH3:34])[c:6]([C:7](=[O:8])[O:9][CH2:10][CH3:11])[c:12]([O:14][CH2:15][c:16]2[cH:17][c:18]([O:22][CH2:23][c:24]3[n:25][c:26]4[cH:27][cH:28][cH:29][cH:30][c:31]4[cH:32][cH:33]3)[cH:19][cH:20][cH:21]2)[cH:13]1.[CH3:35][S:36]([CH3:37])=[O:38]>>[CH3:1][O:2][c:3]1[cH:4][c:5]([CH3:34])[c:6]([C:7](=[O:8])[OH:9])[c:12]([O:14][CH2:15][c:16]2[cH:17][c:18]([O:22][CH2:23][c:24]3[n:25][c:26]4[cH:27][cH:28][cH:29][cH:30][c:31]4[cH:32][cH:33]3)[cH:19][cH:20][cH:21]2)[cH:13]1. As a reaction SMILES: [Br:1][C:2]1[CH:11]=[CH:10][C:9]2[N:8]=[CH:7][C:6]3[N:12]([CH3:23])[C:13](=[O:22])[N:14]([C:15]4[C:16]([CH3:21])=[N:17][N:18]([CH3:20])[CH:19]=4)[C:5]=3[C:4]=2[CH:3]=1.BrC1C=CC2N=CC3NC(=O)N(C4C(C)=NN(C[C:44]([N:46]5[CH2:51][CH2:50][N:49]([CH3:52])[CH2:48][CH2:47]5)=[O:45])C=4)C=3C=2C=1>>[Br:1][C:2]1[CH:11]=[CH:10][C:9]2[N:8]=[CH:7][C:6]3[N:12]([CH3:23])[C:13](=[O:22])[N:14]([C:15]4[C:16]([CH3:21])=[N:17][N:18]([CH2:20][C:44]([N:46]5[CH2:51][CH2:50][N:49]([CH3:52])[CH2:48][CH2:47]5)=[O:45])[CH:19]=4)[C:5]=3[C:4]=2[CH:3]=1. Procedure details: The title compound was synthesized in a similar manner as described for Intermediate A using 8-bromo-1-{3-methyl-1-[2-(4-methyl-piperazin-1-yl)-2-oxo-ethyl]-1H-pyrazol-4-yl}-1,3-dihydro-imidazo[4,5-c]quinolin-2-one (Stage 133.1.1) to give the title compound as an off-white solid. (HPLC: tR 2.06 min (Method A); M+H=498, 500 MS-ES) Product: BrC1=CC=2C3=C(C=NC2C=C1)N(C(N3C=3C(=NN(C3)CC(=O)N3CCN(CC3)C)C)=O)C (8-Bromo-3-methyl-1-{3-methyl-1-[2-(4-methyl-piperazin-1-yl)-2-oxo-ethyl]-1H-pyrazol-4-yl}-1,3-dihydro-imidazo[4,5-c]quinolin-2-one). Starting materials: BrC1=CC=2C3=C(C=NC2C=C1)N(C(N3C=3C(=NN(C3)C)C)=O)C (8-bromo-1-(1,3-dimethyl-1H-pyrazol-4-yl)-3-methyl-1,3-dihydro-imidazo[4,5-c]quinolin-2-one), BrC1=CC=2C3=C(C=NC2C=C1)NC(N3C=3C(=NN(C3)CC(=O)N3CCN(CC3)C)C)=O (8-bromo-1-{3-methyl-1-[2-(4-methyl-piperazin-1-yl)-2-oxo-ethyl]-1H-pyrazol-4-yl}-1,3-dihydro-imidazo[4,5-c]quinolin-2-one). Reactants: Cc1oncc1C(=O)Cl, CN1CCCC1=O, Cc1ccc(Oc2ccc3nc(NC(=O)C4CC4)cn3n2)cc1N. The product is Cc1ccc(Oc2ccc3nc(NC(=O)C4CC4)cn3n2)cc1NC(=O)c1cnoc1C. As a reaction SMILES: [CH3:25][c:26]1[c:27]([C:31](=[O:32])[Cl:33])[cH:28][n:29][o:30]1.[CH3:34][N:35]1[CH2:36][CH2:37][CH2:38][C:39]1=[O:40].[NH2:1][c:2]1[cH:3][c:4]([O:5][c:6]2[cH:7][cH:8][c:9]3[n:10]([n:11]2)[cH:12][c:13]([NH:15][C:16](=[O:17])[CH:18]2[CH2:19][CH2:20]2)[n:14]3)[cH:21][cH:22][c:23]1[CH3:24]>>[NH:1]([c:2]1[cH:3][c:4]([O:5][c:6]2[cH:7][cH:8][c:9]3[n:10]([n:11]2)[cH:12][c:13]([NH:15][C:16](=[O:17])[CH:18]2[CH2:19][CH2:20]2)[n:14]3)[cH:21][cH:22][c:23]1[CH3:24])[C:31]([c:27]1[c:26]([CH3:25])[o:30][n:29][cH:28]1)=[O:32].